Task: describe an organic reaction: reactants, conditions, products, and yield. Dataset: the Open Reaction Database (ORD), a public repository of structured organic reaction records Reactants: NC1=C2N=CN(C2=NC(=N1)OCCOC)CC=1C=C(C#N)C=CC1 (3-((6-amino-2-(2-methoxyethoxy)-9H-purin-9-yl)methyl)benzonitrile), BrN1C(CCC1=O)=O (N-Bromosuccinimide). Solvent: C(C)(=O)OCC (ethyl acetate), C(C)#N (acetonitrile). Reaction conditions: time 1 hour. The product is NC1=C2N=C(N(C2=NC(=N1)OCCOC)CC=1C=C(C#N)C=CC1)OC (3-((6-amino-8-methoxy-2-(2-methoxyethoxy)-9H-purin-9-yl)methyl)benzonitrile). The yield is 41.2%. As a reaction SMILES: [NH2:1][C:2]1[N:10]=[C:9]([O:11][CH2:12][CH2:13][O:14][CH3:15])[N:8]=[C:7]2[C:3]=1[N:4]=[CH:5][N:6]2[CH2:16][C:17]1[CH:18]=[C:19]([CH:22]=[CH:23][CH:24]=1)[C:20]#[N:21].BrN1[C:30](=[O:31])CCC1=O>C(#N)C.C(OCC)(=O)C>[NH2:1][C:2]1[N:10]=[C:9]([O:11][CH2:12][CH2:13][O:14][CH3:15])[N:8]=[C:7]2[C:3]=1[N:4]=[C:5]([O:31][CH3:30])[N:6]2[CH2:16][C:17]1[CH:18]=[C:19]([CH:22]=[CH:23][CH:24]=1)[C:20]#[N:21]. Procedure: 3-((6-amino-2-(2-methoxyethoxy)-9H-purin-9-yl)methyl)benzonitrile (7) (1.0 g) was suspended in acetonitrile. N-Bromosuccinimide (1.0 g) was added in small portions over 10 minutes. After stirring for 1 hour, the mixture was diluted with ethyl acetate, washed with 10% aqueous Na2S2O3 solution, saturated aqueous NaHCO3 solution and brine, dried with Na2SO4 and evaporated to dryness under vacuum. The crude 3-((6-amino-8-bromo-2-(2-methoxyethoxy)-9H-purin-9-yl)methyl)benzonitrile (8) was dissolved i...